The task is: describe an organic reaction: reactants, conditions, products, and yield. This data is from the Open Reaction Database (ORD), a public repository of structured organic reaction records. The reactants are CCCCO, Cc1ccc(C(=O)OCC2OC(n3ccc4c(Cl)ncnc43)CC2OC(=O)c2ccc(C)cc2)cc1, CCN(C(C)C)C(C)C, NC1CCc2ccccc21. Yields the product Cc1ccc(C(=O)OCC2OC(n3ccc4c(NC5CCc6ccccc65)ncnc43)CC2OC(=O)c2ccc(C)cc2)cc1. Reaction SMILES: [CH2:56]([OH:57])[CH2:58][CH2:59][CH3:60].[CH3:1][c:2]1[cH:3][cH:4][c:5]([C:6](=[O:7])[O:8][CH:9]2[CH:10]([CH2:24][O:25][C:26]([c:27]3[cH:28][cH:29][c:30]([CH3:33])[cH:31][cH:32]3)=[O:34])[O:11][CH:12]([n:14]3[cH:15][cH:16][c:17]4[c:18]3[n:19][cH:20][n:21][c:22]4[Cl:23])[CH2:13]2)[cH:35][cH:36]1.[CH:47]([N:48]([CH2:49][CH3:50])[CH:51]([CH3:52])[CH3:53])([CH3:54])[CH3:55].[NH2:37][CH:38]1[CH2:39][CH2:40][c:41]2[cH:42][cH:43][cH:44][cH:45][c:46]21>>[CH3:1][c:2]1[cH:3][cH:4][c:5]([C:6](=[O:7])[O:8][CH:9]2[CH:10]([CH2:24][O:25][C:26]([c:27]3[cH:28][cH:29][c:30]([CH3:33])[cH:31][cH:32]3)=[O:34])[O:11][CH:12]([n:14]3[cH:15][cH:16][c:17]4[c:18]3[n:19][cH:20][n:21][c:22]4[NH:37][CH:38]3[CH2:39][CH2:40][c:41]4[cH:42][cH:43][cH:44][cH:45][c:46]43)[CH2:13]2)[cH:35][cH:36]1. Reactants: CCOC(=O)C1CCCN(CCc2csc(NC(=O)Nc3ccc(C)cc3C(=O)C3CCCC3)n2)C1, [Li+], [OH-]. Product: Cc1ccc(NC(=O)Nc2nc(CCN3CCCC(C(=O)O)C3)cs2)c(C(=O)C2CCCC2)c1. RXN SMILES: [CH2:1]([CH3:2])[O:3][C:4](=[O:5])[CH:6]1[CH2:7][N:8]([CH2:12][CH2:13][c:14]2[n:15][c:16]([NH:19][C:20](=[O:21])[NH:22][c:23]3[c:24]([C:30](=[O:31])[CH:32]4[CH2:33][CH2:34][CH2:35][CH2:36]4)[cH:25][c:26]([CH3:29])[cH:27][cH:28]3)[s:17][cH:18]2)[CH2:9][CH2:10][CH2:11]1.[Li+:38].[OH-:37]>>[O:3]=[C:4]([OH:5])[CH:6]1[CH2:7][N:8]([CH2:12][CH2:13][c:14]2[n:15][c:16]([NH:19][C:20](=[O:21])[NH:22][c:23]3[c:24]([C:30](=[O:31])[CH:32]4[CH2:33][CH2:34][CH2:35][CH2:36]4)[cH:25][c:26]([CH3:29])[cH:27][cH:28]3)[s:17][cH:18]2)[CH2:9][CH2:10][CH2:11]1. The reactants are FC(C1=CC=C(C=C1)NC(OCC1(CCN(CC1)C([C@H](CO)NC(=O)OC(C)(C)C)=O)C(NCC1=C(C=CC=C1)Cl)=O)=O)(F)F ((S)-(1-(2-(tert-butoxycarbonyl)amino-3-hydroxypropanoyl)-4-(2-chlorobenzylcarbamoyl)piperidin-4-yl)methyl 4-(trifluoromethyl)phenylcarbamate), Cl (HCl), O1CCOCC1 (dioxane). Run in CO (CH3OH). Conditions: time 2 hour. Product: FC(C1=CC=C(C=C1)NC(OCC1(CCN(CC1)C([C@H](CO)N)=O)C(NCC1=C(C=CC=C1)Cl)=O)=O)(F)F ((S)-(1-(2-amino-3-hydroxypropanoyl)-4-(2-chlorobenzylcarbamoyl)piperidin-4-yl)methyl 4-(trifluoromethyl)phenylcarbamate). The yield is 106.1%. Reaction SMILES: [F:1][C:2]([F:45])([F:44])[C:3]1[CH:8]=[CH:7][C:6]([NH:9][C:10](=[O:43])[O:11][CH2:12][C:13]2([C:32](=[O:42])[NH:33][CH2:34][C:35]3[CH:40]=[CH:39][CH:38]=[CH:37][C:36]=3[Cl:41])[CH2:18][CH2:17][N:16]([C:19](=[O:31])[C@@H:20]([NH:23]C(OC(C)(C)C)=O)[CH2:21][OH:22])[CH2:15][CH2:14]2)=[CH:5][CH:4]=1.Cl.O1CCOCC1>CO>[F:45][C:2]([F:1])([F:44])[C:3]1[CH:8]=[CH:7][C:6]([NH:9][C:10](=[O:43])[O:11][CH2:12][C:13]2([C:32](=[O:42])[NH:33][CH2:34][C:35]3[CH:40]=[CH:39][CH:38]=[CH:37][C:36]=3[Cl:41])[CH2:18][CH2:17][N:16]([C:19](=[O:31])[C@@H:20]([NH2:23])[CH2:21][OH:22])[CH2:15][CH2:14]2)=[CH:5][CH:4]=1. Procedure details: To a solution of (S)-(1-(2-(tert-butoxycarbonyl)amino-3-hydroxypropanoyl)-4-(2-chlorobenzylcarbamoyl)piperidin-4-yl)methyl 4-(trifluoromethyl)phenylcarbamate (145 mg, 0.22 mmol) in CH3OH (1 mL) was added 4M HCl in dioxane (200 μL, 0.8 mmol, 3.6 equiv.), which was stirred for 2 h. The reaction mixture was concentrated to dryness by co-evaporating with toluene to give (S)-(1-(2-amino-3-hydroxypropanoyl)-4-(2-chlorobenzylcarbamoyl)piperidin-4-yl)methyl 4-(trifluoromethyl)phenylcarbamate (130 mg, qu... Reactants: S1C(=CC=C1)CC(=O)N1CC(CCC1)C(=O)O (1-(2-thiopheneacetyl)-3-piperidine carboxylic acid), S(=O)(Cl)Cl (Thionyl chloride). Run in ClCCl (dichloromethane). The product is S1C(=CC=C1)CC(=O)N1CC(CCC1)C(=O)Cl (1-(2-thiopheneacetyl)-3-piperidinecarbonyl chloride). RXN SMILES: [S:1]1[CH:5]=[CH:4][CH:3]=[C:2]1[CH2:6][C:7]([N:9]1[CH2:14][CH2:13][CH2:12][CH:11]([C:15]([OH:17])=O)[CH2:10]1)=[O:8].S(Cl)([Cl:20])=O>ClCCl>[S:1]1[CH:5]=[CH:4][CH:3]=[C:2]1[CH2:6][C:7]([N:9]1[CH2:14][CH2:13][CH2:12][CH:11]([C:15]([Cl:20])=[O:17])[CH2:10]1)=[O:8]. Procedure details: 1-(2-thiopheneacetyl)-3-piperidine carboxylic acid (1.3 g; 5.1 mmol) was dissolved in dry dichloromethane (35 ml) under a nitrogen atmosphere. Thionyl chloride (3 ml. 41.3 mmol) was added and the mixture was heated to reflux for approximately 1 hour. It was then cooled to ambient temperature and evaporated under reduced pressure, giving 1-(2-thiopheneacetyl)-3-piperidinecarbonyl chloride as a brownish oil. MS m/z (positive ion; run in CH3CN) 274 ([M+2]H+; 50), 272 (MH+; 100). Reactants: C1CCOC1, CCOC(C)=O, CCCCCC, Nc1ccc(CCC(=O)O)cc1, CCc1cc(C(=O)Nc2cccc(C(=O)c3ccc4c(c3)NC(=O)C4=CO)c2)nn1C. Reaction SMILES: [CH2:32]1[O:33][CH2:34][CH2:35][CH2:36]1.[CH3:49][CH2:50][O:51][C:52]([CH3:53])=[O:54].[CH3:55][CH2:56][CH2:57][CH2:58][CH2:59][CH3:60].[NH2:37][c:38]1[cH:39][cH:40][c:41]([CH2:44][CH2:45][C:46](=[O:47])[OH:48])[cH:42][cH:43]1.[OH:1][CH:2]=[C:3]1[C:4](=[O:31])[NH:5][c:6]2[cH:7][c:8]([C:12](=[O:13])[c:14]3[cH:15][c:16]([NH:20][C:21](=[O:22])[c:23]4[n:24][n:25]([CH3:30])[c:26]([CH2:28][CH3:29])[cH:27]4)[cH:17][cH:18][cH:19]3)[cH:9][cH:10][c:11]21>>[CH:2](=[C:3]1[C:4](=[O:31])[NH:5][c:6]2[cH:7][c:8]([C:12](=[O:13])[c:14]3[cH:15][c:16]([NH:20][C:21](=[O:22])[c:23]4[n:24][n:25]([CH3:30])[c:26]([CH2:28][CH3:29])[cH:27]4)[cH:17][cH:18][cH:19]3)[cH:9][cH:10][c:11]21)[NH:37][c:38]1[cH:39][cH:40][c:41]([CH2:44][CH2:45][C:46](=[O:47])[OH:48])[cH:42][cH:43]1. Yields the product CCc1cc(C(=O)Nc2cccc(C(=O)c3ccc4c(c3)NC(=O)C4=CNc3ccc(CCC(=O)O)cc3)c2)nn1C. The product is ClC=1C=C(C2=C(CN3C(C(N2C)=O)CCC3)C1)Cl (7,9-Dichloro-1,2,3,5,10,11a-hexahydro-10 -methyl-11 H-pyrrolo-[2,1-c] [1,4] benzodiazepin-11-one). Procedure: If 7,9-dichloro-1,2,3,11a-tetrahydro-10-methyl-5 H-pyrrolo[2,1-c] [1,4] benzodiazepin-5,11(10H)-dione (prepared by reaction of proline and 3,5-dichloro-N-methylisatoic anhydride as described in Example 1) is treated with borane as described in Example 1, the above compound is obtained. Reaction SMILES: [Cl:1][C:2]1[CH:3]=[C:4]([Cl:19])[C:5]2[N:11]([CH3:12])[C:10](=[O:13])[CH:9]3[CH2:14][CH2:15][CH2:16][N:8]3[C:7](=O)[C:6]=2[CH:18]=1.B>>[Cl:1][C:2]1[CH:3]=[C:4]([Cl:19])[C:5]2[N:11]([CH3:12])[C:10](=[O:13])[CH:9]3[CH2:14][CH2:15][CH2:16][N:8]3[CH2:7][C:6]=2[CH:18]=1. Reactants: ClC=1C=C(C2=C(C(N3C(C(N2C)=O)CCC3)=O)C1)Cl (7,9-dichloro-1,2,3,11a-tetrahydro-10-methyl-5 H-pyrrolo[2,1-c] [1,4] benzodiazepin-5,11(10H)-dione), B (borane).